From a dataset of the Open Reaction Database (ORD), a public repository of structured organic reaction records. describe an organic reaction: reactants, conditions, products, and yield Reactants: CN1CCN(C)C1=O, CC1OC(COS(C)(=O)=O)(c2ccc(Cl)cc2)C1C, [H-], [I-], [Na+], [Na+], [Na+], [Na+], O=S([O-])([O-])=S, c1nc[nH]n1. Product: CC1OC(Cn2cncn2)(c2ccc(Cl)cc2)C1C. Reaction SMILES: [CH3:36][N:37]1[CH2:38][CH2:39][N:40]([CH3:41])[C:42]1=[O:43].[Cl:3][c:4]1[cH:5][cH:6][c:7]([C:10]2([CH2:16][O:17][S:18]([CH3:19])(=[O:20])=[O:21])[O:11][CH:12]([CH3:15])[CH:13]2[CH3:14])[cH:8][cH:9]1.[H-:1].[I-:28].[Na+:27].[Na+:2].[Na+:34].[Na+:35].[S:29]([O-:30])([O-:31])(=[O:32])=[S:33].[nH:22]1[n:23][cH:24][n:25][cH:26]1>>[Cl:3][c:4]1[cH:5][cH:6][c:7]([C:10]2([CH2:16][n:22]3[n:23][cH:24][n:25][cH:26]3)[O:11][CH:12]([CH3:15])[CH:13]2[CH3:14])[cH:8][cH:9]1. Starting materials: CCO, CNc1ccc(Cl)cc1, Clc1ccc2c(Cl)ncnc2c1. Product: Cl, CN(c1ccc(Cl)cc1)c1ncnc2cc(Cl)ccc12. RXN SMILES: [CH3:22][CH2:23][OH:24].[Cl:13][c:14]1[cH:15][cH:16][c:17]([NH:18][CH3:19])[cH:20][cH:21]1.[Cl:1][c:2]1[n:3][cH:4][n:5][c:6]2[cH:7][c:8]([Cl:12])[cH:9][cH:10][c:11]12>>[ClH:1].[c:2]1([N:18]([c:17]2[cH:16][cH:15][c:14]([Cl:13])[cH:21][cH:20]2)[CH3:19])[n:3][cH:4][n:5][c:6]2[cH:7][c:8]([Cl:12])[cH:9][cH:10][c:11]12. The reactants are CO, CCC1(C)N=C(C(F)(F)F)OC1(Cl)C(Cl)Cl, Cl, Cl, O. Yields the product CCC(C)(N)C(=O)C(Cl)Cl, Cl. As a reaction SMILES: [CH3:20][OH:21].[Cl:2][C:3]1([CH:15]([Cl:16])[Cl:17])[C:4]([CH3:12])([CH2:13][CH3:14])[N:5]=[C:6]([C:8]([F:9])([F:10])[F:11])[O:7]1.[ClH:19].[ClH:1].[OH2:18]>>[C:3]([C:4]([NH2:5])([CH3:12])[CH2:13][CH3:14])(=[O:7])[CH:15]([Cl:16])[Cl:17].[ClH:2]. Starting materials: CC1=NN(C=C1[N+](=O)[O-])C1=CC=C(C=C1)S(=O)(=O)C (3-methyl-1-(4-(methylsulfonyl)phenyl)-4-nitro-1H-pyrazole), CC1=C(C=NN1C1=CC=C(C=C1)S(=O)(=O)C)[N+](=O)[O-] (5-methyl-1-(4-(methylsulfonyl)phenyl)-4-nitro-1H-pyrazole). The reagents and catalysts are [Pd] (palladium on carbon). Run in C(C)O (ethanol). Conditions: temperature 55 celsius, time 18 hour. Product: CC1=C(C=NN1C1=CC=C(C=C1)S(=O)(=O)C)[N+](=O)[O-].CC1=NN(C=C1[N+](=O)[O-])C1=CC=C(C=C1)S(=O)(=O)C (3-Methyl-1-(4-(methylsulfonyl)phenyl)-4-nitro-1H-pyrazole compound with 5-methyl-1-(4-(methylsulfonyl)phenyl)-4-nitro-1H-pyrazole). RXN SMILES: [CH3:1][C:2]1[C:6]([N+:7]([O-:9])=[O:8])=[CH:5][N:4]([C:10]2[CH:15]=[CH:14][C:13]([S:16]([CH3:19])(=[O:18])=[O:17])=[CH:12][CH:11]=2)[N:3]=1.[CH3:20][C:21]1[N:25]([C:26]2[CH:31]=[CH:30][C:29]([S:32]([CH3:35])(=[O:34])=[O:33])=[CH:28][CH:27]=2)[N:24]=[CH:23][C:22]=1[N+:36]([O-:38])=[O:37]>[Pd].C(O)C>[CH3:20][C:21]1[N:25]([C:26]2[CH:27]=[CH:28][C:29]([S:32]([CH3:35])(=[O:34])=[O:33])=[CH:30][CH:31]=2)[N:24]=[CH:23][C:22]=1[N+:36]([O-:38])=[O:37].[CH3:1][C:2]1[C:6]([N+:7]([O-:9])=[O:8])=[CH:5][N:4]([C:10]2[CH:11]=[CH:12][C:13]([S:16]([CH3:19])(=[O:18])=[O:17])=[CH:14][CH:15]=2)[N:3]=1 |f:4.5|. Reported procedure: A suspension of 3-methyl-1-(4-(methylsulfonyl)phenyl)-4-nitro-1H-pyrazole compound and 5-methyl-1-(4-(methylsulfonyl)phenyl)-4-nitro-1H-pyrazole (0.57 g, 2.0 mmol) and palladium on carbon (10 wt %, 0.2 g) in ethanol was stirred under a hydrogen atmosphere at 55° C. for 18 hours. The reaction mixture was filtered through celite and concentrated to give the title compounds as a mixture of regioisomers (446 mg, 87%). Reactants: CC(C)OC(=O)C(O)C(O)C(=O)OC(C)C, CC=CC(OCC)OCC, Cc1ccc(S(=O)(=O)[O-])cc1, c1ccccc1, c1cc[nH+]cc1. Yields the product CC=CC1OC(C(=O)OC(C)C)C(C(=O)OC(C)C)O1. As a reaction SMILES: [C:11](=[O:12])([O:13][CH:14]([CH3:15])[CH3:16])[CH:17]([OH:18])[CH:19]([OH:20])[C:21](=[O:22])[O:23][CH:24]([CH3:25])[CH3:26].[CH2:1]([O:2][CH:4]([O:3][CH2:8][CH3:9])[CH:5]=[CH:6][CH3:7])[CH3:10].[O-:27][S:28]([c:29]1[cH:30][cH:31][c:32]([CH3:33])[cH:34][cH:35]1)(=[O:36])=[O:37].[cH:44]1[cH:45][cH:46][cH:47][cH:48][cH:49]1.[nH+:38]1[cH:39][cH:40][cH:41][cH:42][cH:43]1>>[CH:4]1([CH:5]=[CH:6][CH3:7])[O:18][CH:17]([C:11](=[O:12])[O:13][CH:14]([CH3:15])[CH3:16])[CH:19]([C:21](=[O:22])[O:23][CH:24]([CH3:25])[CH3:26])[O:20]1. Starting materials: BrC1=CC(=NC=C1)OCC1=C(C=CC=C1F)F (4-Bromo-2-[(2,6-difluorobenzyl)oxy]pyridine), C1(CC1)B1OC(C(O1)(C)C)(C)C (2-cyclopropyl-4,4,5,5-tetramethyl-1,3,2-dioxaborolane), C([O-])([O-])=O.[Cs+].[Cs+] (caesium carbonate). Run in O (water), O1CCOCC1 (dioxane). Conditions: temperature 100 celsius, time 2 hour. Yields the product C1(CC1)C1=CC(=NC=C1)OCC1=C(C=CC=C1F)F (4-Cyclopropyl-2-[(2,6-difluorobenzyl)oxy]pyridine). As a reaction SMILES: Br[C:2]1[CH:7]=[CH:6][N:5]=[C:4]([O:8][CH2:9][C:10]2[C:15]([F:16])=[CH:14][CH:13]=[CH:12][C:11]=2[F:17])[CH:3]=1.[CH:18]1(B2OC(C)(C)C(C)(C)O2)[CH2:20][CH2:19]1.C(=O)([O-])[O-].[Cs+].[Cs+]>O.O1CCOCC1>[CH:18]1([C:2]2[CH:7]=[CH:6][N:5]=[C:4]([O:8][CH2:9][C:10]3[C:15]([F:16])=[CH:14][CH:13]=[CH:12][C:11]=3[F:17])[CH:3]=2)[CH2:20][CH2:19]1 |f:2.3.4|. Procedure: A mixture of 500 mg (1.66 mmol) of 4-bromo-2-[(2,6-difluorobenzyl)oxy]pyridine (Example 145A), 365 μl (2.0 mmol) of 2-cyclopropyl-4,4,5,5-tetramethyl-1,3,2-dioxaborolane, 139 mg (0.17 mmol) of 1,1′-bis(diphenylphosphino)ferrocenepalladium(II) dichloride-dichloromethane complex and 1.63 g (5.0 mmol) of caesium carbonate in 0.5 ml of water and 4 ml of dioxane was degassed with argon for 5 min and stirred in a sealed tube at 100° C. for 2 h. The reaction mixture was cooled to room temperature and t... Yields the product C(C)(C)(CCC)OOC(C)(C)C1=CC=CC=C1 (cumyl t-hexyl peroxide). As a reaction SMILES: [CH3:1][C:2]([C:4]1[CH:9]=[CH:8][CH:7]=[CH:6][CH:5]=1)=[CH2:3].[C:10]([O:16][OH:17])([CH2:13][CH2:14][CH3:15])([CH3:12])[CH3:11].C1(O)C=CC=CC=1>>[C:10]([O:16][O:17][C:2]([C:4]1[CH:9]=[CH:8][CH:7]=[CH:6][CH:5]=1)([CH3:1])[CH3:3])([CH2:13][CH2:14][CH3:15])([CH3:12])[CH3:11]. Starting materials: CC(=C)C1=CC=CC=C1 (alpha-methylstyrene), C(C)(C)(CCC)OO (t-hexyl hydroperoxide), C1(=CC=CC=C1)O (phenol), t-cumyl chloride. Procedure details: Into the 200 ml jacketed reactor described in Example II were added 15.6 grams (0.13 m) alpha-methylstyrene, 15.0 grams (0.104 m) 82% t-hexyl hydroperoxide and 4.0 grams (0.043 m) phenol. The mixture was stirred to obtain a clear solution and the temperature was adjusted to 20° C. To this solution was added 1.5 grams (0.0095 m) of t-cumyl chloride from the addition funnel over 5 minutes while holding the temperature at 21°-22° C. The reaction self-exothermed to 25° C. over 10 minutes and then wa... The yield is 87.8%.